The task is: describe an organic reaction: reactants, conditions, products, and yield. This data is from the Open Reaction Database (ORD), a public repository of structured organic reaction records. The reactants are COC(=O)c1nccnc1NC1CCN(Cc2ccccc2)CC1, CCO, NN, O. The product is NNC(=O)c1nccnc1NC1CCN(Cc2ccccc2)CC1. RXN SMILES: [CH2:1]([c:2]1[cH:3][cH:4][cH:5][cH:6][cH:7]1)[N:8]1[CH2:9][CH2:10][CH:11]([NH:14][c:15]2[c:16]([C:21](=[O:22])[O:23][CH3:24])[n:17][cH:18][cH:19][n:20]2)[CH2:12][CH2:13]1.[CH3:28][CH2:29][OH:30].[NH2:26][NH2:27].[OH2:25]>>[CH2:1]([c:2]1[cH:3][cH:4][cH:5][cH:6][cH:7]1)[N:8]1[CH2:9][CH2:10][CH:11]([NH:14][c:15]2[c:16]([C:21](=[O:22])[NH:26][NH2:27])[n:17][cH:18][cH:19][n:20]2)[CH2:12][CH2:13]1.